Task: describe an organic reaction: reactants, conditions, products, and yield. Dataset: the Open Reaction Database (ORD), a public repository of structured organic reaction records Starting materials: C(C)OC(C[C@@H]1CCC2=CC(=CC=C12)OCCC=1N=C(OC1C)C1=CC=C(C=C1)Br)=O (ethyl((1S)-5-(2-[2-(4-bromophenyl)-5-methyl-1,3-oxazol-4-yl]ethoxy)-2,3-dihydro-1H-inden-1-yl)acetate), C(C)(=O)C1=CC=C(S1)B(O)O (5-acetyl-2-thienylboronic acid), C1(=CC=CC=C1)C (toluene), C([O-])([O-])=O.[Na+].[Na+] (sodium carbonate). Reagents/catalysts: C1(=CC=CC=C1)P([C-]1C=CC=C1)C1=CC=CC=C1.[C-]1(C=CC=C1)P(C1=CC=CC=C1)C1=CC=CC=C1.[Fe+2] (1,1′-bis(diphenylphosphino)-ferrocene), Cl[Pd]Cl (dichloro palladium(II)). Run in O1CCOCC1 (dioxane). Reaction conditions: temperature 85 celsius. Yields the product C(C)OC(C[C@@H]1CCC2=CC(=CC=C12)OCCC=1N=C(OC1C)C1=CC=C(C=C1)C1=CC=C(C=C1)C=1SC(=CC1)C(C)=O)=O (ethyl[(1S)-5-(2-(2-[4′-(5-acetyl-2-thienyl)-1,1′-biphenyl-4-yl]-5-methyl-1,3-oxazol-4-yl)ethoxy)-2,3-dihydro-1H-inden-1-yl]acetate). Yield: 46.0%. Reaction SMILES: [CH2:1]([O:3][C:4](=[O:31])[CH2:5][C@H:6]1[C:14]2[C:9](=[CH:10][C:11]([O:15][CH2:16][CH2:17][C:18]3[N:19]=[C:20]([C:24]4[CH:29]=[CH:28][C:27](Br)=[CH:26][CH:25]=4)[O:21][C:22]=3[CH3:23])=[CH:12][CH:13]=2)[CH2:8][CH2:7]1)[CH3:2].[C:32]([C:35]1[S:39][C:38](B(O)O)=[CH:37][CH:36]=1)(=[O:34])[CH3:33].C(=O)([O-])[O-].[Na+].[Na+].[C:49]1(C)[CH:54]=[CH:53][CH:52]=[CH:51][CH:50]=1>O1CCOCC1.C1(P(C2C=CC=CC=2)[C-]2C=CC=C2)C=CC=CC=1.[C-]1(P(C2C=CC=CC=2)C2C=CC=CC=2)C=CC=C1.[Fe+2].Cl[Pd]Cl>[CH2:1]([O:3][C:4](=[O:31])[CH2:5][C@H:6]1[C:14]2[C:9](=[CH:10][C:11]([O:15][CH2:16][CH2:17][C:18]3[N:19]=[C:20]([C:24]4[CH:29]=[CH:28][C:27]([C:49]5[CH:54]=[CH:53][C:52]([C:38]6[S:39][C:35]([C:32](=[O:34])[CH3:33])=[CH:36][CH:37]=6)=[CH:51][CH:50]=5)=[CH:26][CH:25]=4)[O:21][C:22]=3[CH3:23])=[CH:12][CH:13]=2)[CH2:8][CH2:7]1)[CH3:2] |f:2.3.4,7.8.9|. Procedure: To a solution containing ethyl((1S)-5-(2-[2-(4-bromophenyl)-5-methyl-1,3-oxazol-4-yl]ethoxy)-2,3-dihydro-1H-inden-1-yl)acetate (0.100 g, 0.21 mmol) [prepared from 2-[5-methyl-2-(4-bromophenyl)-1,3-oxazol-4-yl]ethanol and ethyl[(1S)-5-hydroxy-2,3-dihydro-1H-inden-1-yl]acetate (Example 135)], 1,1′-bis(diphenylphosphino)-ferrocene]dichloro palladium(II) (16.9 mg, 0.02 mmol), and 5-acetyl-2-thienylboronic acid (0.062 g, 0.41 mmol) in degassed toluene and dioxane (4:1, 2 mL) was added aqueous 2 M sod... Solvent: CO (methanol). The yield is 24.5%. Procedure details: To a solution of 74 mg (0.17 mmol) of (E)-5-(3,4-dichlorostyryl)-2,3-dihydro-8-(tetrahydro-2(RS)-pyranyloxy)-1-methyl-1H-1,4-benzodiazepine (prepared in EXAMPLE 114) in methanol (5 ml) was added 33 mg (0.17 mmol) p-toluenesulphonic acid and the solution stirred at room temperature for 1 hour. A further 33 mg (0.17 mmol) of p-toluenesulphonic acid was added and the solution stirred for a further 2 hours. The solvent was removed by evaporation and the residue partitioned between water and ethyl ac... As a reaction SMILES: [Cl:1][C:2]1[CH:3]=[C:4]([CH:26]=[CH:27][C:28]=1[Cl:29])[CH:5]=[CH:6][C:7]1=[N:8][CH2:9][CH2:10][N:11]([CH3:25])[C:12]2[CH:17]=[C:16]([O:18]C3CCCCO3)[CH:15]=[CH:14][C:13]1=2.C1(C)C=CC(S(O)(=O)=O)=CC=1>CO>[ClH:1].[Cl:1][C:2]1[CH:3]=[C:4]([CH:26]=[CH:27][C:28]=1[Cl:29])[CH:5]=[CH:6][C:7]1=[N:8][CH2:9][CH2:10][N:11]([CH3:25])[C:12]2[CH:17]=[C:16]([OH:18])[CH:15]=[CH:14][C:13]1=2 |f:3.4|. Yields the product Cl.ClC=1C=C(C=C\C\2=N/CCN(C3=C2C=CC(=C3)O)C)C=CC1Cl ((E)-5-(3,4-dichlorostyryl)-2,3-dihydro-1-methyl-1H-1,4-benzodiazepin-8-ol hydrochloride). Conditions: time 1 hour. The reactants are ClC=1C=C(C=C\C\2=N/CCN(C3=C2C=CC(=C3)OC3OCCCC3)C)C=CC1Cl ((E)-5-(3,4-dichlorostyryl)-2,3-dihydro-8-(tetrahydro-2(RS)-pyranyloxy)-1-methyl-1H-1,4-benzodiazepine), C1(=CC=C(C=C1)S(=O)(=O)O)C (p-toluenesulphonic acid), C1(=CC=C(C=C1)S(=O)(=O)O)C (p-toluenesulphonic acid). Reactants: CC(C)(C)OC(=O)n1cccc1C=O, C1CCOC1, CC[Mg]Cl. The product is C#CC(O)c1cccn1C(=O)OC(C)(C)C. As a reaction SMILES: [C:1]([CH3:2])([CH3:3])([CH3:4])[O:5][C:6](=[O:7])[n:8]1[c:9]([CH:13]=[O:14])[cH:10][cH:11][cH:12]1.[CH2:19]1[O:20][CH2:21][CH2:22][CH2:23]1.[CH3:15][CH2:16][Mg:17][Cl:18]>>[C:1]([CH3:2])([CH3:3])([CH3:4])[O:5][C:6](=[O:7])[n:8]1[c:9]([CH:13]([OH:14])[C:15]#[CH:16])[cH:10][cH:11][cH:12]1. Starting materials: ClCCC1=NOC(=N1)C(C1=CC(=C(C=C1)C1=CC=CC=C1)F)C (3-(2-chloroethyl)-5-(3-fluoro-4-phenyl-α-methylbenzyl)-1,2,4-oxadiazole), C(C)(=S)[O-].[K+] (potassium thioacetate), ice water. The solvent is CN(C)C=O (DMF). Run at time 8 hour. Product: C(C)(=O)SCCC1=NOC(=N1)C(C1=CC(=C(C=C1)C1=CC=CC=C1)F)C (3-(2-acetylthioethyl)-5-(3-fluoro-4-phenyl-α-methylbenzyl)-1,2,4-oxadiazole). Isolated yield 95.9%. Reaction SMILES: Cl[CH2:2][CH2:3][C:4]1[N:8]=[C:7]([CH:9]([CH3:23])[C:10]2[CH:15]=[CH:14][C:13]([C:16]3[CH:21]=[CH:20][CH:19]=[CH:18][CH:17]=3)=[C:12]([F:22])[CH:11]=2)[O:6][N:5]=1.[C:24]([O-:27])(=[S:26])[CH3:25].[K+]>CN(C=O)C>[C:24]([S:26][CH2:2][CH2:3][C:4]1[N:8]=[C:7]([CH:9]([CH3:23])[C:10]2[CH:15]=[CH:14][C:13]([C:16]3[CH:21]=[CH:20][CH:19]=[CH:18][CH:17]=3)=[C:12]([F:22])[CH:11]=2)[O:6][N:5]=1)(=[O:27])[CH3:25] |f:1.2|. Procedure: To a solution of 2.44 g of 3-(2-chloroethyl)-5-(3-fluoro-4-phenyl-α-methylbenzyl)-1,2,4-oxadiazole in 40 ml of DMF was added 1.69 g of potassium thioacetate. After stirring at room temperature overnight, the reaction mixture was poured into ice-water. The resultant mixture was extracted with benzene and the organic phase was washed with water, dried over sodium sulfate and evaporated under reduced pressure. The residue was chromatographed over silica gel using benzene to yield 2.62 g of 3-(2-ace... Reactants: COC(=O)C=Cc1cc(Cl)ccc1NC(=O)OC(C)(C)C, CO, [Na+], [OH-]. Product: CC(C)(C)OC(=O)Nc1ccc(Cl)cc1C=CC(=O)O. RXN SMILES: [CH3:1][O:2][C:3]([CH:4]=[CH:5][c:6]1[c:7]([NH:13][C:14](=[O:15])[O:16][C:17]([CH3:18])([CH3:19])[CH3:20])[cH:8][cH:9][c:10]([Cl:12])[cH:11]1)=[O:21].[CH3:24][OH:25].[Na+:23].[OH-:22]>>[O:2]=[C:3]([CH:4]=[CH:5][c:6]1[c:7]([NH:13][C:14](=[O:15])[O:16][C:17]([CH3:18])([CH3:19])[CH3:20])[cH:8][cH:9][c:10]([Cl:12])[cH:11]1)[OH:21]. Reactants: Cl.NC1=CC=C(C(=O)CCC(=O)O)C=C1 (3-(p-aminobenzoyl)propionic acid hydrochloride), CC(CO)(C)[N+](=O)[O-] (2-methyl-2-nitro-1-propanol), [OH-].[Na+] (sodium hydroxide), CC(CO)(C)[N+](=O)[O-] (2-methyl-2-nitro-1-propanol), Cl (HCl). Reagents/catalysts: [Cl-].C(C1=CC=CC=C1)[N+](CC)(CC)CC (benzyl triethyl ammonium chloride). Run in O (water). Product: CC(CNC1=CC=C(C(=O)CCC(=O)O)C=C1)(C)[N+](=O)[O-] (3-[4-(2-methyl-2-nitropropylamino)benzoyl]propionic acid). The yield is 87.5%. As a reaction SMILES: Cl.[NH2:2][C:3]1[CH:15]=[CH:14][C:6]([C:7]([CH2:9][CH2:10][C:11]([OH:13])=[O:12])=[O:8])=[CH:5][CH:4]=1.[CH3:16][C:17]([N+:21]([O-:23])=[O:22])([CH3:20])[CH2:18]O.[OH-].[Na+].Cl>[Cl-].C([N+](CC)(CC)CC)C1C=CC=CC=1.O>[CH3:16][C:17]([N+:21]([O-:23])=[O:22])([CH3:20])[CH2:18][NH:2][C:3]1[CH:4]=[CH:5][C:6]([C:7]([CH2:9][CH2:10][C:11]([OH:13])=[O:12])=[O:8])=[CH:14][CH:15]=1 |f:0.1,3.4,6.7|. Procedure details: A mixed solution containing 46 g of 3-(p-aminobenzoyl)propionic acid hydrochloride, 25 g of 2-methyl-2-nitro-1-propanol, 1 g of benzyl triethyl ammonium chloride, 17 g of sodium hydroxide and 40 ml of water was heated under reflux for 6 hours. Then, 12 g of 2-methyl-2-nitro-1-propanol was added, and the mixture was further heated under reflux for 18 hours. Then 20% HCl was added. The solution was acidified (pH 2). The crystals which precipitated were collected by filtration. The crystals were wa... Reactants: O=C([O-])[O-], OB(O)c1ccccc1Cl, O=C(NCc1ccc(F)cc1)c1ccc(S(=O)(=O)n2cc(I)c3ccccc32)cc1, [Na+], [Na+], CN(C)C=O. Yields the product O=C(NCc1ccc(F)cc1)c1ccc(S(=O)(=O)n2cc(-c3ccccc3Cl)c3ccccc32)cc1. RXN SMILES: [C:41](=[O:42])([O-:43])[O-:44].[Cl:31][c:32]1[c:33]([B:38]([OH:39])[OH:40])[cH:34][cH:35][cH:36][cH:37]1.[F:1][c:2]1[cH:3][cH:4][c:5]([CH2:6][NH:7][C:8]([c:9]2[cH:10][cH:11][c:12]([S:15](=[O:16])(=[O:17])[n:18]3[cH:19][c:20]([I:27])[c:21]4[cH:22][cH:23][cH:24][cH:25][c:26]34)[cH:13][cH:14]2)=[O:28])[cH:29][cH:30]1.[Na+:45].[Na+:46].[O:47]=[CH:48][N:49]([CH3:50])[CH3:51]>>[F:1][c:2]1[cH:3][cH:4][c:5]([CH2:6][NH:7][C:8]([c:9]2[cH:10][cH:11][c:12]([S:15](=[O:16])(=[O:17])[n:18]3[cH:19][c:20](-[c:33]4[c:32]([Cl:31])[cH:37][cH:36][cH:35][cH:34]4)[c:21]4[cH:22][cH:23][cH:24][cH:25][c:26]34)[cH:13][cH:14]2)=[O:28])[cH:29][cH:30]1. The reactants are ClC=1C=CC(=C(C1)C1=NC2=CC=CC=C2C(=C1)NC1=C(C=NC=C1)N)F (N*4*-[2-(5-Chloro-2-fluoro-phenyl)-quinolin-4-yl]-pyridine-3,4-diamine), C1=CN(C=N1)C(=O)N2C=CN=C2 (CDI), CCN(C(C)C)C(C)C (DIPEA). The solvent is C1CCOC1 (THF). The product is NC(=O)N.ClC=1C=CC(=C(C1)C1=NC2=CC=CC=C2C(=C1)NC1=C(C=NC=C1)N)F (N*4*-[2-(5-Chloro-2-fluoro-phenyl)-quinolin-4-yl]-pyridine-3,4-diamine urea), H+. As a reaction SMILES: [Cl:1][C:2]1[CH:3]=[CH:4][C:5]([F:26])=[C:6]([C:8]2[CH:17]=[C:16]([NH:18][C:19]3[CH:24]=[CH:23][N:22]=[CH:21][C:20]=3[NH2:25])[C:15]3[C:10](=[CH:11][CH:12]=[CH:13][CH:14]=3)[N:9]=2)[CH:7]=1.C1N=C[N:29]([C:32]([N:34]2C=NC=C2)=[O:33])C=1.CCN(C(C)C)C(C)C>C1COCC1>[NH2:29][C:32]([NH2:34])=[O:33].[Cl:1][C:2]1[CH:3]=[CH:4][C:5]([F:26])=[C:6]([C:8]2[CH:17]=[C:16]([NH:18][C:19]3[CH:24]=[CH:23][N:22]=[CH:21][C:20]=3[NH2:25])[C:15]3[C:10](=[CH:11][CH:12]=[CH:13][CH:14]=3)[N:9]=2)[CH:7]=1 |f:4.5|. Procedure: N*4*-[2-(5-Chloro-2-fluoro-phenyl)-quinolin-4-yl]-pyridine-3,4-diamine (cf. Example 7) was treated in THF with CDI and DIPEA over night at ambient temperature. After work up the urea derivative was isolated with correct mass M+H+ 391 and Rt˜1.78 min in LC-MS system 1.